Dataset: the Open Reaction Database (ORD), a public repository of structured organic reaction records. Task: describe an organic reaction: reactants, conditions, products, and yield The reactants are COC(=O)CC(=O)Nc1ccc(CCc2ccc(F)cc2)cc1, CO, N. Yields the product NC(=O)CC(=O)Nc1ccc(CCc2ccc(F)cc2)cc1. RXN SMILES: [CH3:1][O:2][C:3]([CH2:4][C:5](=[O:6])[NH:7][c:8]1[cH:9][cH:10][c:11]([CH2:14][CH2:15][c:16]2[cH:17][cH:18][c:19]([F:22])[cH:20][cH:21]2)[cH:12][cH:13]1)=[O:23].[CH3:25][OH:26].[NH3:24]>>[O:2]=[C:3]([CH2:4][C:5](=[O:6])[NH:7][c:8]1[cH:9][cH:10][c:11]([CH2:14][CH2:15][c:16]2[cH:17][cH:18][c:19]([F:22])[cH:20][cH:21]2)[cH:12][cH:13]1)[NH2:24]. Starting materials: C[Si](CCOCN1C=CC2=C1N=CN=C2N2C[C@@H](CC2)NC2=NC=C(C#N)C=C2)(C)C ((R)-6-(1-(7-((2-(trimethylsilyl)ethoxy)methyl)-7H-pyrrolo[2,3-d]pyrimidin-4-yl)pyrrolidin-3-ylamino)nicotinonitrile), [H-].[Na+] (NaH), BrCC (bromoethane). Solvent: CN(C)C=O (DMF). Run at time 30 minute. Yields the product C(C)N(C1=NC=C(C#N)C=C1)[C@H]1CN(CC1)C=1C2=C(N=CN1)N(C=C2)COCC[Si](C)(C)C ((R)-6-(ethyl(1-(7-((2-(trimethylsilyl)ethoxy)methyl)-7H-pyrrolo[2,3-d]pyrimidin-4-yl)pyrrolidin-3-yl)amino)nicotinonitrile). As a reaction SMILES: [CH3:1][Si:2]([CH3:31])([CH3:30])[CH2:3][CH2:4][O:5][CH2:6][N:7]1[C:11]2[N:12]=[CH:13][N:14]=[C:15]([N:16]3[CH2:20][CH2:19][C@@H:18]([NH:21][C:22]4[CH:29]=[CH:28][C:25]([C:26]#[N:27])=[CH:24][N:23]=4)[CH2:17]3)[C:10]=2[CH:9]=[CH:8]1.[H-].[Na+].Br[CH2:35][CH3:36]>CN(C=O)C>[CH2:35]([N:21]([C@@H:18]1[CH2:19][CH2:20][N:16]([C:15]2[C:10]3[CH:9]=[CH:8][N:7]([CH2:6][O:5][CH2:4][CH2:3][Si:2]([CH3:31])([CH3:30])[CH3:1])[C:11]=3[N:12]=[CH:13][N:14]=2)[CH2:17]1)[C:22]1[CH:29]=[CH:28][C:25]([C:26]#[N:27])=[CH:24][N:23]=1)[CH3:36] |f:1.2|. Reported procedure: To a solution of (R)-6-(1-(7-((2-(trimethylsilyl)ethoxy)methyl)-7H-pyrrolo[2,3-d]pyrimidin-4-yl)pyrrolidin-3-ylamino)nicotinonitrile (200 mg, 0.46 mmol) in DMF (5.0 mL) was added NaH (55 mg, 2.3 mmol) in portions at 0° C. The reaction mixture was stirred at ambient temperature for 30 minutes, bromoethane (60 mg, 0.55 mmol) was then added dropwise and the reaction mixture was stirred at ambient temperature for additional 30 minutes. The reaction mixture was quenched with saturated NH4Cl (10 mL) a...